Dataset: the Open Reaction Database (ORD), a public repository of structured organic reaction records. Task: describe an organic reaction: reactants, conditions, products, and yield Starting materials: C(C)N1[C@H](CCC1)C(=O)N(C)CC1=C(C=CC(=C1)F)S(=O)(=O)NC1=CC=C2C3C(COC2=C1C(=O)OC)C3 (methyl (1aRS,7bSR)-5-(2-{N—[((R)-1-ethylpyrrolidine-2-yl)carbonyl]-N-methyl-aminomethyl}-4-fluorobenzenesulfonylamino)-1,1a,2,7b-tetrahydrocyclopropa[c]chromene-4-carboxylate), C(C)N1[C@@H](CCC1)C(=O)O ((S)—N-ethylpyrrolidine-2-carboxylic acid), C(C)N1[C@@H](CCC1)C(=O)O ((S)—N-ethylpyrrolidine-2-carboxylic acid), FC1=CC(=C(C=C1)S(=O)(=O)NC1=CC=C2C3C(COC2=C1C(=O)OC)C3)CNC (methyl (1aRS,7bSR)-5-(4-fluoro-2-methylaminomethylbenzenesulfonylamino)-1,1a,2,7b-tetrahydrocyclopropa[c]chromene-4-carboxylate), FC1=CC(=C(C=C1)S(=O)(=O)NC1=CC=C2C3C(COC2=C1C(=O)OC)C3)CNC (methyl (1aRS,7bSR)-5-(4-fluoro-2-methylaminomethylbenzenesulfonylamino)-1,1a,2,7b-tetrahydrocyclopropa[c]chromene-4-carboxylate). Product: C(C)N1[C@@H](CCC1)C(=O)N(C)CC1=C(C=CC(=C1)F)S(=O)(=O)NC1=CC=C2C3C(COC2=C1C(=O)OC)C3 (Methyl (1aRS,7bSR)-5-(2-[N—((S)-1-ethylpyrrolidine-2-yl)carbonyl-N-methylaminomethyl]-4-fluorobenzenesulfonylamino)-1,1a,2,7b-tetrahydrocyclopropa-[c]chromene-4-carboxylate). RXN SMILES: [CH2:1]([N:3]1[CH2:7][CH2:6][CH2:5][C@@H:4]1[C:8]([N:10]([CH2:12][C:13]1[CH:18]=[C:17]([F:19])[CH:16]=[CH:15][C:14]=1[S:20]([NH:23][C:24]1[C:33]([C:34]([O:36][CH3:37])=[O:35])=[C:32]2[C:27]([CH:28]3[CH2:38][CH:29]3[CH2:30][O:31]2)=[CH:26][CH:25]=1)(=[O:22])=[O:21])[CH3:11])=[O:9])[CH3:2].FC1C=CC(S(NC2C(C(OC)=O)=C3C(C4CC4CO3)=CC=2)(=O)=O)=C(CNC)C=1.C(N1CCC[C@H]1C(O)=O)C>>[CH2:1]([N:3]1[CH2:7][CH2:6][CH2:5][C@H:4]1[C:8]([N:10]([CH2:12][C:13]1[CH:18]=[C:17]([F:19])[CH:16]=[CH:15][C:14]=1[S:20]([NH:23][C:24]1[C:33]([C:34]([O:36][CH3:37])=[O:35])=[C:32]2[C:27]([CH:28]3[CH2:38][CH:29]3[CH2:30][O:31]2)=[CH:26][CH:25]=1)(=[O:22])=[O:21])[CH3:11])=[O:9])[CH3:2]. Procedure details: Prepared by proceeding in a similar manner to Intermediate 155, starting from methyl (1aRS,7bSR)-5-(4-fluoro-2-methylaminomethylbenzenesulfonylamino)-1,1a,2,7b-tetrahydro-cyclopropa[c]chromene-4-carboxylate (intermediate 156) and (S)-1-ethylpyrrolidine-2-carboxylic acid (Intermediate 106) as a solid. Reactants: C#CC(O)c1cccc(Br)n1, CCN(CC)S(F)(F)F, ClCCl. Yields the product C#CC(F)c1cccc(Br)n1. RXN SMILES: [Br:1][c:2]1[cH:3][cH:4][cH:5][c:6]([CH:8]([C:9]#[CH:10])[OH:11])[n:7]1.[CH2:12]([N:13]([S:14]([F:15])([F:16])[F:18])[CH2:17][CH3:19])[CH3:20].[Cl:21][CH2:22][Cl:23]>>[Br:1][c:2]1[cH:3][cH:4][cH:5][c:6]([CH:8]([C:9]#[CH:10])[F:18])[n:7]1.